From a dataset of the Open Reaction Database (ORD), a public repository of structured organic reaction records. describe an organic reaction: reactants, conditions, products, and yield The reactants are CCO, Nc1ccc(-c2ccccc2C(F)(F)F)nc1[N+](=O)[O-]. The product is Nc1ccc(-c2ccccc2C(F)(F)F)nc1N. RXN SMILES: [CH3:21][CH2:22][OH:23].[N+:1]([O-:2])(=[O:3])[c:4]1[n:5][c:6](-[c:11]2[c:12]([C:17]([F:18])([F:19])[F:20])[cH:13][cH:14][cH:15][cH:16]2)[cH:7][cH:8][c:9]1[NH2:10]>>[NH2:1][c:4]1[n:5][c:6](-[c:11]2[c:12]([C:17]([F:18])([F:19])[F:20])[cH:13][cH:14][cH:15][cH:16]2)[cH:7][cH:8][c:9]1[NH2:10]. The reactants are CO, NN, COC(=O)C(=O)Nc1ccc(N2CCOCC2)cc1, O. Product: NNC(=O)C(=O)Nc1ccc(N2CCOCC2)cc1. Reaction SMILES: [CH3:23][OH:24].[NH2:2][NH2:3].[O:4]1[CH2:5][CH2:6][N:7]([c:10]2[cH:11][cH:12][c:13]([NH:16][C:17]([C:18](=[O:19])[O:20][CH3:21])=[O:22])[cH:14][cH:15]2)[CH2:8][CH2:9]1.[OH2:1]>>[NH:2]([NH2:3])[C:18]([C:17]([NH:16][c:13]1[cH:12][cH:11][c:10]([N:7]2[CH2:6][CH2:5][O:4][CH2:9][CH2:8]2)[cH:15][cH:14]1)=[O:22])=[O:19]. Reactants: CC1=NC=C(C=C1)C1=CC(CCC1)=O (3-(2-Methyl-5-pyridinyl)-2-cyclohexen-1-one), 16g, C(=C)C(=O)C (methyl vinyl ketone), C(=C)C(=O)C (methyl vinyl ketone), CC1=NC=C(C=C1)C(CC(=O)OCC)=O (ethyl 3-(2-methyl-5-pyridinyl)-3-oxopropanoate), C[O-].[Na+] (sodium methoxide), C[O-].[Na+] (sodium methoxide). The solvent is C1=CC=CC=C1 (benzene), C1=CC=CC=C1 (benzene), C1=CC=CC=C1 (benzene), CO (methanol), CO (methanol). Reaction conditions: temperature 40 celsius, time 8 hour. Product: CC1=NC=C(C=C1)C(=O)C(C(=O)OCC)CCC(C)=O (ethyl 2-(2-methyl-5-pyridinylcarbonyl)-5-oxohexanoate). RXN SMILES: CC1C=CC([C:8]2CC[CH2:11][C:10](=[O:14])[CH:9]=2)=CN=1.[CH3:15][C:16]1[CH:21]=[CH:20][C:19]([C:22](=[O:29])[CH2:23][C:24]([O:26][CH2:27][CH3:28])=[O:25])=[CH:18][N:17]=1.C[O-].[Na+].C(C(C)=O)=C>C1C=CC=CC=1.CO>[CH3:15][C:16]1[CH:21]=[CH:20][C:19]([C:22]([CH:23]([CH2:8][CH2:9][C:10](=[O:14])[CH3:11])[C:24]([O:26][CH2:27][CH3:28])=[O:25])=[O:29])=[CH:18][N:17]=1 |f:2.3|. Procedure: B-2. 3-(2-Methyl-5-pyridinyl)-2-cyclohexen-1-one--To a stirred solution containing 48 g. of ethyl 3-(2-methyl-5-pyridinyl)-3-oxopropanoate in a mixture of 300 ml. of dry benzene and 100 ml. of dry methanol, said solution kept under nitrogen, was added 0.1 g. of sodium methoxide followed by the dropwise addition over a period of about 1 hour of the solution containing 16g. of freshly distilled methyl vinyl ketone in a mixture of 60 ml. of benzene and 10 ml. of methanol. After the reaction had pro... Reaction conditions: time 18 hour. Procedure details: A sample of didemnin B (1.0 mg) was dissolved in 1 ml of pyridine and 0.5 ml of acetic anhydride was added. The solution was stirred at room temperature for 18 hours and evaporated to dryness. The residue obtained was dissolved in 3 ml of ether and extracted with water (4×1.5 ml). Evaporation of the dried (Na2SO4) organic phase afforded 0.90 mg (84% yield) of diacetyldidemnin B as a white, amorphous solid, mp 128°-131° C.; Rf 0.65; HPLC retention time (84:16 methanol:water) 9.1 min; EIMS (70 eV)... The yield is 84.0%. Run in N1=CC=CC=C1 (pyridine). Starting materials: C(C)(=O)OC(C)=O (acetic anhydride), CC[C@H](C)[C@@H]1[C@H](CC(=O)O[C@H](C(=O)[C@@H](C(=O)N[C@H](C(=O)N2CCC[C@H]2C(=O)N([C@H](C(=O)O[C@@H]([C@@H](C(=O)N1)NC(=O)[C@@H](CC(C)C)N(C)C(=O)[C@@H]3CCCN3C(=O)C(C)O)C)CC=4C=CC(=CC4)OC)C)CC(C)C)C)C(C)C)O (didemnin B), CCOCC (ether). Yields the product CCC(C)[C@H]1[C@H](CC(=O)O[C@H](C(=O)[C@@H](C(=O)N[C@@H](C(=O)N2CCC[C@H]2C(=O)N(C(C(=O)O[C@H]([C@@H](C(=O)N1)NC(=O)[C@H](CC(C)C)N(C)C(=O)[C@@H]3CCCN3C(=O)C(C)OC(=O)C)C)CC4=CC=C(C=C4)OC)C)CC(C)C)C)C(C)C)OC(=O)C (diacetyldidemnin B). As a reaction SMILES: [CH3:1][CH2:2][C@@H:3]([C@H:5]1[NH:37][C:35](=[O:36])[C@@H:34]([NH:38][C:39]([C@H:41]([N:46]([C:48]([C@H:50]2[N:54]([C:55]([CH:57]([OH:59])[CH3:58])=[O:56])[CH2:53][CH2:52][CH2:51]2)=[O:49])[CH3:47])[CH2:42][CH:43]([CH3:45])[CH3:44])=[O:40])[C@@H:33]([CH3:60])[O:32][C:30](=[O:31])[C@H:29]([CH2:61][C:62]2[CH:63]=[CH:64][C:65]([O:68][CH3:69])=[CH:66][CH:67]=2)[N:28]([CH3:70])[C:26](=[O:27])[C@H:25]2[N:21]([CH2:22][CH2:23][CH2:24]2)[C:19](=[O:20])[C@H:18]([CH2:71][CH:72]([CH3:74])[CH3:73])[NH:17][C:15](=[O:16])[C@@H:14]([CH3:75])[C:12](=[O:13])[C@H:11]([CH:76]([CH3:78])[CH3:77])[O:10][C:8](=[O:9])[CH2:7][C@@H:6]1[OH:79])[CH3:4].[C:80](OC(=O)C)(=[O:82])[CH3:81].[CH3:87][CH2:88][O:89]CC>N1C=CC=CC=1>[CH3:1][CH2:2][CH:3]([C@@H:5]1[NH:37][C:35](=[O:36])[C@@H:34]([NH:38][C:39]([C@@H:41]([N:46]([C:48]([C@H:50]2[N:54]([C:55]([CH:57]([O:59][C:80]([CH3:81])=[O:82])[CH3:58])=[O:56])[CH2:53][CH2:52][CH2:51]2)=[O:49])[CH3:47])[CH2:42][CH:43]([CH3:45])[CH3:44])=[O:40])[C@H:33]([CH3:60])[O:32][C:30](=[O:31])[CH:29]([CH2:61][C:62]2[CH:67]=[CH:66][C:65]([O:68][CH3:69])=[CH:64][CH:63]=2)[N:28]([CH3:70])[C:26](=[O:27])[C@H:25]2[N:21]([CH2:22][CH2:23][CH2:24]2)[C:19](=[O:20])[C@@H:18]([CH2:71][CH:72]([CH3:74])[CH3:73])[NH:17][C:15](=[O:16])[C@@H:14]([CH3:75])[C:12](=[O:13])[C@H:11]([CH:76]([CH3:78])[CH3:77])[O:10][C:8](=[O:9])[CH2:7][C@@H:6]1[O:79][C:88]([CH3:87])=[O:89])[CH3:4].